Dataset: the Open Reaction Database (ORD), a public repository of structured organic reaction records. Task: describe an organic reaction: reactants, conditions, products, and yield Reactants: CCCCCCc1ccc(-c2ccc(CO)cc2-c2ccccc2)cc1, ClCCl, O=[Cr](=O)([O-])Cl, c1cc[nH+]cc1. Yields the product CCCCCCc1ccc(-c2ccc(C=O)cc2-c2ccccc2)cc1. Reaction SMILES: [CH2:12]([CH2:13][CH2:14][CH2:15][CH2:16][CH3:17])[c:18]1[cH:19][cH:20][c:21](-[c:24]2[c:25](-[c:32]3[cH:33][cH:34][cH:35][cH:36][cH:37]3)[cH:26][c:27]([CH2:30][OH:31])[cH:28][cH:29]2)[cH:22][cH:23]1.[Cl:38][CH2:39][Cl:40].[O:1]=[Cr:2]([Cl:3])([O-:4])=[O:5].[nH+:6]1[cH:7][cH:8][cH:9][cH:10][cH:11]1>>[CH2:12]([CH2:13][CH2:14][CH2:15][CH2:16][CH3:17])[c:18]1[cH:19][cH:20][c:21](-[c:24]2[c:25](-[c:32]3[cH:33][cH:34][cH:35][cH:36][cH:37]3)[cH:26][c:27]([CH:30]=[O:31])[cH:28][cH:29]2)[cH:22][cH:23]1. Reactants: BrCc1ccccc1, O=C([O-])[O-], CCOC(=O)c1cc2c(C=O)ccc(O)c2[nH]1, CC(C)=O, [K+], [K+]. Yields the product CCOC(=O)c1cc2c(C=O)ccc(OCc3ccccc3)c2[nH]1. Reaction SMILES: [Br:18][CH2:19][c:20]1[cH:21][cH:22][cH:23][cH:24][cH:25]1.[C:26](=[O:27])([O-:28])[O-:29].[CH2:1]([CH3:2])[O:3][C:4](=[O:5])[c:6]1[nH:7][c:8]2[c:9]([OH:17])[cH:10][cH:11][c:12]([CH:15]=[O:16])[c:13]2[cH:14]1.[CH3:32][C:33](=[O:34])[CH3:35].[K+:30].[K+:31]>>[CH2:1]([CH3:2])[O:3][C:4](=[O:5])[c:6]1[nH:7][c:8]2[c:9]([O:17][CH2:19][c:20]3[cH:21][cH:22][cH:23][cH:24][cH:25]3)[cH:10][cH:11][c:12]([CH:15]=[O:16])[c:13]2[cH:14]1.